This data is from the Open Reaction Database (ORD), a public repository of structured organic reaction records. The task is: describe an organic reaction: reactants, conditions, products, and yield The reactants are C(CCC)N (n-butylamine), ClC1=C(C=CC(=C1)O)C=CC(CC(C)=O)=O (6-(2-Chloro-4-hydroxyphenyl)hex-5-ene-2,4-dione), B(=O)OB=O (boron trioxide), C(=O)(O)[O-].[Na+] (NaHCO3), OC=1C=CC(=C(C=O)C1)[N+](=O)[O-] (5-hydroxy-2-nitrobenzaldehyde), B(OCCCC)(OCCCC)OCCCC (tri-n-butyl borate), Cl (HCl). Solvent: C(C)(=O)OCC (ethyl acetate), [Cl-].[Na+].O (brine). Reaction conditions: time 1 hour. Yields the product ClC1=C(C=CC(=C1)O)\C=C\C(CC(\C=C\C1=C(C=CC(=C1)O)[N+](=O)[O-])=O)=O ((1E,6E)-1-(2-chloro-4-hydroxyphenyl)-7-(5-hydroxy-2-nitrophenyl)hepta-1,6-diene-3,5-dione). The yield is 10.6%. Reaction SMILES: [Cl:1][C:2]1[CH:7]=[C:6]([OH:8])[CH:5]=[CH:4][C:3]=1[CH:9]=[CH:10][C:11](=[O:16])[CH2:12][C:13](=[O:15])[CH3:14].B(OB=O)=O.[OH:22][C:23]1[CH:24]=[CH:25][C:26]([N+:31]([O-:33])=[O:32])=[C:27]([CH:30]=1)[CH:28]=O.B(OCCCC)(OCCCC)OCCCC.C(N)CCC.Cl.C([O-])(O)=O.[Na+]>C(OCC)(=O)C.[Cl-].[Na+].O>[Cl:1][C:2]1[CH:7]=[C:6]([OH:8])[CH:5]=[CH:4][C:3]=1/[CH:9]=[CH:10]/[C:11](=[O:16])[CH2:12][C:13](=[O:15])/[CH:14]=[CH:28]/[C:27]1[CH:30]=[C:23]([OH:22])[CH:24]=[CH:25][C:26]=1[N+:31]([O-:33])=[O:32] |f:6.7,9.10.11|. Procedure details: 6-(2-Chloro-4-hydroxyphenyl)hex-5-ene-2,4-dione (20.3 mg, 85 μmol) and boron trioxide (11 mg, 0.16 mmol) was placed in a 20 mL reaction vessel, and dissolved in 0.4 mL of ethyl acetate. To the stirring mixture at 80° C. was added a solution of 5-hydroxy-2-nitrobenzaldehyde (18 mg, 0.11 mmol) and tri-n-butyl borate (25 μL, 93 μmol), sequentially. After the reaction mixture was stirred for 2 h at the same temperature, n-butylamine (10 μL, 0.10 mmol) was added with additional stirring for 1 h. The ... Reactants: ClC1=CC=C(C(=O)N2C(=C(C3=CC(=CC=C23)OC)CNO)C)C=C1 (1-(4-chlorobenzoyl)-N-hydroxy-5-methoxy-2-methyl-1H-indole-3-methanamine), N(=C=O)CC(=O)OCC (ethyl isocyanato-acetate). The product is ClC1=CC=C(C(=O)N2C(=C(C3=CC(=CC=C23)OC)CN(C(=O)NCC(=O)OCC)O)C)C=C1 (N-[[[[1-(4-chlorobenzoyl)-5-methoxy-2-methyl-1H-indol-3-yl]methyl]hydroxyamino]carbonyl]glycine, ethyl ester). Yield: 27.0%. As a reaction SMILES: [Cl:1][C:2]1[CH:24]=[CH:23][C:5]([C:6]([N:8]2[C:16]3[C:11](=[CH:12][C:13]([O:17][CH3:18])=[CH:14][CH:15]=3)[C:10]([CH2:19][NH:20][OH:21])=[C:9]2[CH3:22])=[O:7])=[CH:4][CH:3]=1.[N:25]([CH2:28][C:29]([O:31][CH2:32][CH3:33])=[O:30])=[C:26]=[O:27]>>[Cl:1][C:2]1[CH:24]=[CH:23][C:5]([C:6]([N:8]2[C:16]3[C:11](=[CH:12][C:13]([O:17][CH3:18])=[CH:14][CH:15]=3)[C:10]([CH2:19][N:20]([OH:21])[C:26]([NH:25][CH2:28][C:29]([O:31][CH2:32][CH3:33])=[O:30])=[O:27])=[C:9]2[CH3:22])=[O:7])=[CH:4][CH:3]=1. Reported procedure: According to the procedure of Example 71, (1-(4-chlorobenzoyl)-N-hydroxy-5-methoxy-2-methyl-1H-indole-3-methanamine is reacted with ethyl isocyanato-acetate. The crude product is purified by column chromatography (silica gel, 1:4 ethyl acetate:methylene chloride) to give pure N-[[[[1-(4-chlorobenzoyl)-5-methoxy-2-methyl-1H-indol-3-yl]methyl]hydroxyamino]carbonyl]glycine, ethyl ester (27%) as an amorphous solid. Reactants: C(C1=CC=CC=C1)OCCCCC=1[N+](=CC2=CC=CC=C2C1)[O-] (3-(4-Benzyloxybutyl)isoquinoline-2-oxide), P(=O)(Cl)(Cl)Cl (phosphorous oxychloride). Product: ClC1=NC(=CC2=CC=CC=C12)CCCCOCC1=CC=CC=C1 (1-chloro-3-(4-benzyloxybutyl)isoquinoline). Procedure: 3-(4-Benzyloxybutyl)isoquinoline-2-oxide (2.0 g) and phosphorous oxychloride (5 ml) were reacted at 110° C. for 2 hr. The reaction solution was evaporated, to the resulting residue were added ethyl acetate and aqueous solution of saturated sodium bicarbonate, and the resulting organic layer was washed with water and brine. The organic layer was dried over magnesium sulfate followed by evaporating the solvent. The resulting 1-chloro-3-(4-benzyloxybutyl)isoquinoline obtained as a yellow oil was re... RXN SMILES: [CH2:1]([O:8][CH2:9][CH2:10][CH2:11][CH2:12][C:13]1[N+:14]([O-])=[CH:15][C:16]2[C:21]([CH:22]=1)=[CH:20][CH:19]=[CH:18][CH:17]=2)[C:2]1[CH:7]=[CH:6][CH:5]=[CH:4][CH:3]=1.P(Cl)(Cl)([Cl:26])=O>>[Cl:26][C:15]1[C:16]2[C:21](=[CH:20][CH:19]=[CH:18][CH:17]=2)[CH:22]=[C:13]([CH2:12][CH2:11][CH2:10][CH2:9][O:8][CH2:1][C:2]2[CH:7]=[CH:6][CH:5]=[CH:4][CH:3]=2)[N:14]=1.